Task: describe an organic reaction: reactants, conditions, products, and yield. Dataset: the Open Reaction Database (ORD), a public repository of structured organic reaction records Yield: 84.6%. The reactants are OC=1C=C(C=O)C=CC1 (3-hydroxybenzaldehyde), COCCOCCl (2-methoxyethoxymethyl chloride). Reaction SMILES: [OH:1][C:2]1[CH:3]=[C:4]([CH:7]=[CH:8][CH:9]=1)[CH:5]=[O:6].[CH3:10][O:11][CH2:12][CH2:13][O:14][CH2:15]Cl>>[CH3:10][O:11][CH2:12][CH2:13][O:14][CH2:15][O:1][C:2]1[CH:3]=[C:4]([CH:7]=[CH:8][CH:9]=1)[CH:5]=[O:6]. Yields the product COCCOCOC=1C=C(C=O)C=CC1 (3-methoxyethoxymethoxybenzaldehyde). Reported procedure: The hydroxyl group of 3-hydroxybenzaldehyde (1.5 g) was protected by use of 2-methoxyethoxymethyl chloride (1.4 g) in accordance with (production process 1), to thereby produce 3-methoxyethoxymethoxybenzaldehyde (2.0 g, yield: 76%). The thus-produced 3-methoxyethoxymethoxybenzaldehyde (1.9 g) and 3,4-dimethoxybenzyl cyanide (1.6 g) were subjected to condensation in accordance with process A of (production process 2), to thereby yield a methoxyethoxymethoxy form (hereinafter will be referred to a... Starting materials: Cn1ccccc1=S, CCO, BrC(c1ccccc1)c1ccccc1. Product: [Br-], C[n+]1ccccc1SC(c1ccccc1)c1ccccc1. Reaction SMILES: [CH3:1][n:2]1[c:3](=[S:8])[cH:4][cH:5][cH:6][cH:7]1.[CH3:23][CH2:24][OH:25].[CH:9]([c:10]1[cH:11][cH:12][cH:13][cH:14][cH:15]1)([c:16]1[cH:17][cH:18][cH:19][cH:20][cH:21]1)[Br:22]>>[Br-:22].[CH3:1][n+:2]1[c:3]([S:8][CH:9]([c:10]2[cH:11][cH:12][cH:13][cH:14][cH:15]2)[c:16]2[cH:17][cH:18][cH:19][cH:20][cH:21]2)[cH:4][cH:5][cH:6][cH:7]1. Reactants: CC(C)(C)C1=C(C(=CC(=C1)S)C(C)(C)C)O (2,6-bis(1,1-Dimethylethyl)-4-mercaptophenol), C12COCC2O1 (3,6-Dioxabicyclo[3.1.0]hexane). Product: CC(C)(C)C=1C=C(C=C(C1O)C(C)(C)C)S[C@H]1[C@@H](COC1)O (trans-4-[[3,5-bis(1,1-Dimethylethyl)-4-hydroxyphenyl]thio]tetrahydro-3-furanol). As a reaction SMILES: [CH3:1][C:2]([C:5]1[CH:10]=[C:9]([SH:11])[CH:8]=[C:7]([C:12]([CH3:15])([CH3:14])[CH3:13])[C:6]=1[OH:16])([CH3:4])[CH3:3].[CH:17]12[O:22][CH:21]1[CH2:20][O:19][CH2:18]2>>[CH3:4][C:2]([C:5]1[CH:10]=[C:9]([S:11][C@@H:21]2[CH2:20][O:19][CH2:18][C@H:17]2[OH:22])[CH:8]=[C:7]([C:12]([CH3:15])([CH3:14])[CH3:13])[C:6]=1[OH:16])([CH3:1])[CH3:3]. Procedure: 2,6-bis(1,1-Dimethylethyl)-4-mercaptophenol (1.85 g, 0.0078 mole) and the compound of Example 1 (0.64 g, 0.0074 mole) were added to a degassed (Argon) solution of 50% sodium hydroxide (5 ml) and isopropyl alcohol (50 ml). The reaction was heated to reflux for 24 hours. The reaction was cooled to room temperature and poured into water (125 ml). The solution was made acidic with 1N hydrochloric acid and extracted 3 times with 100 ml of diethyl ether. The combined diethyl ether extracts were dried ... Reactants: C1(CCC1)[C@@H](C)OC(NC=1C(=NOC1C1=CC=C(C=C1)Br)C)=O ([5-(4-bromo-phenyl)-3-methyl-isoxazol-4-yl]-carbamic acid (R)-1-cyclobutyl-ethyl ester), C(C)OC(=O)C1(CC1)C1=CC=C(C=C1)B1OC(C(O1)(C)C)(C)C (1-[4-(4,4,5,5-tetramethyl-[1,3,2]dioxaborolan-2-yl)-phenyl]-cyclopropanecarboxylic acid ethyl ester). Product: C(C)OC(=O)C1(CC1)C1=CC=C(C=C1)C1=CC=C(C=C1)C1=C(C(=NO1)C)NC(=O)O[C@H](C)C1CCC1 (1-{4′-[4-((R)-1-Cyclobutyl-ethoxycarbonylamino)-3-methyl-isoxazol-5-yl]-biphenyl-4-yl}-cyclopropanecarboxylic acid ethyl ester). RXN SMILES: [CH:1]1([C@H:5]([O:7][C:8](=[O:23])[NH:9][C:10]2[C:11]([CH3:22])=[N:12][O:13][C:14]=2[C:15]2[CH:20]=[CH:19][C:18](Br)=[CH:17][CH:16]=2)[CH3:6])[CH2:4][CH2:3][CH2:2]1.[CH2:24]([O:26][C:27]([C:29]1([C:32]2[CH:37]=[CH:36][C:35](B3OC(C)(C)C(C)(C)O3)=[CH:34][CH:33]=2)[CH2:31][CH2:30]1)=[O:28])[CH3:25]>>[CH2:24]([O:26][C:27]([C:29]1([C:32]2[CH:37]=[CH:36][C:35]([C:18]3[CH:19]=[CH:20][C:15]([C:14]4[O:13][N:12]=[C:11]([CH3:22])[C:10]=4[NH:9][C:8]([O:7][C@@H:5]([CH:1]4[CH2:4][CH2:3][CH2:2]4)[CH3:6])=[O:23])=[CH:16][CH:17]=3)=[CH:34][CH:33]=2)[CH2:30][CH2:31]1)=[O:28])[CH3:25]. Procedure details: Prepared according to the procedure described in Example 1, Step 6 using [5-(4-bromo-phenyl)-3-methyl-isoxazol-4-yl]-carbamic acid (R)-1-cyclobutyl-ethyl ester and 1-[4-(4,4,5,5-tetramethyl-[1,3,2]dioxaborolan-2-yl)-phenyl]-cyclopropanecarboxylic acid ethyl ester. Starting materials: CC(=O)OCC1=C(N2[C@@H]([C@@H](C2=O)N)SC1)C(=O)O (7-Aminocephalosporanic acid), SC1=CC(=NC=2N1N=CC2)C=2C=C(C(O)=CC2)O (4-(7-mercaptopyrazolo[1,5-a]pyrimidin-5-yl)pyrocatechol), O (water), B(F)(F)F.CCOCC (boron trifluoride etherate). Solvent: S1(=O)(=O)CCCC1 (sulpholane), ClCCl (dichloromethane). Run at temperature 25 celsius, time 5 hour. The product is N[C@H]1[C@H]2SCC(=C(N2C1=O)C(=O)O)CSC1=CC(=NC=2N1N=CC2)C2=CC(=C(C=C2)O)O ((6R,7R)-7-amino-3-[[[5-(3,4-dihydroxyphenyl)pyrazolo[1,5-a]pyrimidin-7yl]thio]methyl]-8-oxo-5-thia-1-azabicyclo[4.2.0]oct-2-ene-2-carboxylic acid). Isolated yield 74.3%. Reaction SMILES: CC(O[CH2:5][C:6]1[CH2:15][S:14][C@@H:9]2[C@H:10]([NH2:13])[C:11](=[O:12])[N:8]2[C:7]=1[C:16]([OH:18])=[O:17])=O.[SH:19][C:20]1[N:25]2[N:26]=[CH:27][CH:28]=[C:24]2[N:23]=[C:22]([C:29]2[CH:30]=[C:31]([OH:36])[C:32](=[CH:34][CH:35]=2)[OH:33])[CH:21]=1.B(F)(F)F.CCOCC.O>S1(CCCC1)(=O)=O.ClCCl>[NH2:13][C@@H:10]1[C:11](=[O:12])[N:8]2[C@@H:9]1[S:14][CH2:15][C:6]([CH2:5][S:19][C:20]1[N:25]3[N:26]=[CH:27][CH:28]=[C:24]3[N:23]=[C:22]([C:29]3[CH:35]=[CH:34][C:32]([OH:33])=[C:31]([OH:36])[CH:30]=3)[CH:21]=1)=[C:7]2[C:16]([OH:18])=[O:17] |f:2.3|. Procedure: 7-Aminocephalosporanic acid (272 mg) and 272 mg of the above 4-(7-mercaptopyrazolo[1,5-a]pyrimidin-5-yl)pyrocatechol are suspended in a mixture of 2 ml of sulpholane and 2 ml of dichloromethane. 0.75 ml of boron trifluoride etherate is added thereto and the mixture is stirred at 25° C. for 5 hours. Thereafter, it is treated with 20 ml of water, the aqueous phase is separated, its pH is adjusted to 3.5 using concentrated aqueous amonia solution and the precipitated product is filtered off under s... Reactants: N1=CC=CC=C1.O1CCOCC1 (pyridine dioxane), ClP1OC2=C(C(O1)=O)C=CC=C2 (2-chloro-4H-1,3,2-benzodioxaphosphorin-4-one). Run in O1CCOCC1 (dioxane). The product is solution, ClP1(OC2=C(CO1)C=CC=C2)=O (2-chloro-4H-1,3,2-benzodioxaphosphorin-2-one). As a reaction SMILES: N1C=CC=CC=1.[O:7]1[CH2:12][CH2:11]OCC1.[Cl:13][P:14]1[O:19]C(=O)[C:17]2[CH:21]=[CH:22][CH:23]=C[C:16]=2[O:15]1>O1CCOCC1>[Cl:13][P:14]1(=[O:19])[O:15][CH2:16][C:17]2[CH:21]=[CH:22][CH:23]=[CH:11][C:12]=2[O:7]1 |f:0.1|. Procedure: Add into a vial first 2 mL of pyridine/dioxane, 3:1 v/v followed by 100 μL of 1 M 2-chloro-4H-1,3,2-benzodioxaphosphorin-4-one solution in dry dioxane to give a 50 mM solution of the phosphitylating reagent, e.g. 2-chloro-4H-1,3,2-benzodioxaphosphorin-2-one, in dioxane/pyridine, 3:1 (v/v). Homogenize the solution by gently shaking. Start the reaction by drawing the 2-chloro-4H-1,3,2-benzodioxaphosphorin-4-one solution through the synthesis column from the vial. Reactants: CCC(=O)Cl, CC1(C)OC(=O)NC1Cc1ccccc1, [Li]CCCC, C1CCOC1. Product: CCC(=O)N1C(=O)OC(C)(C)C1Cc1ccccc1. RXN SMILES: [C:21]([CH2:22][CH3:23])(=[O:24])[Cl:25].[CH2:1]([c:2]1[cH:3][cH:4][cH:5][cH:6][cH:7]1)[CH:8]1[NH:9][C:10](=[O:15])[O:11][C:12]1([CH3:13])[CH3:14].[Li:16][CH2:17][CH2:18][CH2:19][CH3:20].[O:26]1[CH2:27][CH2:28][CH2:29][CH2:30]1>>[CH2:1]([c:2]1[cH:3][cH:4][cH:5][cH:6][cH:7]1)[CH:8]1[N:9]([C:21]([CH2:22][CH3:23])=[O:24])[C:10](=[O:15])[O:11][C:12]1([CH3:13])[CH3:14].